This data is from the Open Reaction Database (ORD), a public repository of structured organic reaction records. The task is: describe an organic reaction: reactants, conditions, products, and yield The reactants are ClCCl, COC(=O)N=C=O, Cc1cccc2sc(N)nc12. The product is COC(=O)NC(=O)Nc1nc2c(C)cccc2s1. RXN SMILES: [CH2:19]([Cl:20])[Cl:21].[CH3:1][O:2][C:3](=[O:4])[N:5]=[C:6]=[O:7].[NH2:8][c:9]1[s:10][c:11]2[c:12]([n:13]1)[c:14]([CH3:18])[cH:15][cH:16][cH:17]2>>[CH3:1][O:2][C:3](=[O:4])[NH:5][C:6](=[O:7])[NH:8][c:9]1[s:10][c:11]2[c:12]([n:13]1)[c:14]([CH3:18])[cH:15][cH:16][cH:17]2.